From a dataset of the Open Reaction Database (ORD), a public repository of structured organic reaction records. describe an organic reaction: reactants, conditions, products, and yield Starting materials: Cl.C(C)(C)(C)OC(CN)=O (glycine tert-butyl ester hydrochloride), C(C)OC1=C(N=C(C2=CC(=CC=C12)OC1=CC=CC=C1)C)C(=O)O (4-ethoxy-1-methyl-7-phenoxy-isoquinoline-3-carboxylic acid). As a reaction SMILES: Cl.[C:2]([O:6][C:7](=[O:10])[CH2:8][NH2:9])([CH3:5])([CH3:4])[CH3:3].[CH2:11]([O:13][C:14]1[C:23]2[C:18](=[CH:19][C:20]([O:24][C:25]3[CH:30]=[CH:29][CH:28]=[CH:27][CH:26]=3)=[CH:21][CH:22]=2)[C:17]([CH3:31])=[N:16][C:15]=1[C:32](O)=[O:33])[CH3:12]>>[C:2]([O:6][C:7](=[O:10])[CH2:8][NH:9][C:32]([C:15]1[N:16]=[C:17]([CH3:31])[C:18]2[C:23]([C:14]=1[O:13][CH2:11][CH3:12])=[CH:22][CH:21]=[C:20]([O:24][C:25]1[CH:30]=[CH:29][CH:28]=[CH:27][CH:26]=1)[CH:19]=2)=[O:33])([CH3:5])([CH3:4])[CH3:3] |f:0.1|. Yields the product C(C)(C)(C)OC(CNC(=O)C=1N=C(C2=CC(=CC=C2C1OCC)OC1=CC=CC=C1)C)=O ([(4-Ethoxy-1-methyl-7-phenoxy-isoquinoline-3-carbonyl)-amino]-acetic acid tert-butyl ester). Procedure details: Synthesized from glycine tert-butyl ester hydrochloride and 4-ethoxy-1-methyl-7-phenoxy-isoquinoline-3-carboxylic acid in analogy to Example D-78 c); MS-(+)-ion: M+1=437.1. Starting materials: C1CCOC1, CCOC(=O)N=NC(=O)OCC, OCCN1CCCC1, O=[N+]([O-])c1cnc2ccc(O)cc2c1, c1ccc(P(c2ccccc2)c2ccccc2)cc1. Product: O=[N+]([O-])c1cnc2ccc(OCCN3CCCC3)cc2c1. Reaction SMILES: [CH2:54]1[O:55][CH2:56][CH2:57][CH2:58]1.[O:42]=[C:43]([O:44][CH2:45][CH3:46])[N:47]=[N:48][C:49]([O:50][CH2:51][CH3:52])=[O:53].[OH:15][CH2:16][CH2:17][N:18]1[CH2:19][CH2:20][CH2:21][CH2:22]1.[OH:1][c:2]1[cH:3][c:4]2[cH:5][c:6]([N+:12](=[O:13])[O-:14])[cH:7][n:8][c:9]2[cH:10][cH:11]1.[c:23]1([P:24]([c:25]2[cH:26][cH:27][cH:28][cH:29][cH:30]2)[c:31]2[cH:32][cH:33][cH:34][cH:35][cH:36]2)[cH:37][cH:38][cH:39][cH:40][cH:41]1>>[O:1]([c:2]1[cH:3][c:4]2[cH:5][c:6]([N+:12](=[O:13])[O-:14])[cH:7][n:8][c:9]2[cH:10][cH:11]1)[CH2:16][CH2:17][N:18]1[CH2:19][CH2:20][CH2:21][CH2:22]1. The reactants are BrC=1SC=CN1 (2-bromothiazole), CNCCO (2-methylaminoethanol). Product: CN(C=1SC=CN1)CCO (2-[N-Methyl-N-(2-thiazolyl)amino]ethanol). RXN SMILES: Br[C:2]1[S:3][CH:4]=[CH:5][N:6]=1.[CH3:7][NH:8][CH2:9][CH2:10][OH:11]>>[CH3:7][N:8]([CH2:9][CH2:10][OH:11])[C:2]1[S:3][CH:4]=[CH:5][N:6]=1. Procedure: The title compound was prepared as an oil from 2-bromothiazole (15 g) and 2-methylaminoethanol (45 ml) by an analogous procedure to that described in Preparation 7 Starting materials: C=O, CCO, Cc1ccsc1C(Cc1ccccc1N)N(C)C=O, O=C1CCC(=O)N1. The product is Cc1ccsc1C(Cc1ccccc1NCN1C(=O)CCC1=O)N(C)C=O. As a reaction SMILES: [CH2:20]=[O:21].[CH3:29][CH2:30][OH:31].[NH2:1][c:2]1[c:3]([CH2:8][CH:9]([N:10]([CH3:11])[CH:12]=[O:13])[c:14]2[s:15][cH:16][cH:17][c:18]2[CH3:19])[cH:4][cH:5][cH:6][cH:7]1.[O:22]=[C:23]1[CH2:24][CH2:25][C:26](=[O:27])[NH:28]1>>[NH:1]([c:2]1[c:3]([CH2:8][CH:9]([N:10]([CH3:11])[CH:12]=[O:13])[c:14]2[s:15][cH:16][cH:17][c:18]2[CH3:19])[cH:4][cH:5][cH:6][cH:7]1)[CH2:20][N:28]1[C:23](=[O:22])[CH2:24][CH2:25][C:26]1=[O:27]. Starting materials: CC(=O)[O-], CC(=O)[O-], COC(=O)c1ccc(B(O)O)cc1, CC(c1cc(O)ccc1Cl)C(O)(c1ccc2c(c1)N(C)C(=O)CO2)C(F)(F)F, [Cu+2], c1ccncc1. The product is COC(=O)c1ccc(Oc2ccc(Cl)c(C(C)C(O)(c3ccc4c(c3)N(C)C(=O)CO4)C(F)(F)F)c2)cc1. Reaction SMILES: [C:42]([O-:43])(=[O:44])[CH3:45].[C:47]([O-:48])(=[O:49])[CH3:50].[CH3:29][O:30][C:31](=[O:32])[c:33]1[cH:34][cH:35][c:36]([B:39]([OH:40])[OH:41])[cH:37][cH:38]1.[Cl:1][c:2]1[c:3]([CH:9]([C:10]([C:11]([F:12])([F:13])[F:14])([OH:15])[c:16]2[cH:17][cH:18][c:19]3[c:20]([cH:27]2)[N:21]([CH3:26])[C:22](=[O:25])[CH2:23][O:24]3)[CH3:28])[cH:4][c:5]([OH:8])[cH:6][cH:7]1.[Cu+2:46].[cH:51]1[cH:52][cH:53][n:54][cH:55][cH:56]1>>[Cl:1][c:2]1[c:3]([CH:9]([C:10]([C:11]([F:12])([F:13])[F:14])([OH:15])[c:16]2[cH:17][cH:18][c:19]3[c:20]([cH:27]2)[N:21]([CH3:26])[C:22](=[O:25])[CH2:23][O:24]3)[CH3:28])[cH:4][c:5]([O:8][c:36]2[cH:35][cH:34][c:33]([C:31]([O:30][CH3:29])=[O:32])[cH:38][cH:37]2)[cH:6][cH:7]1.